The task is: describe an organic reaction: reactants, conditions, products, and yield. This data is from the Open Reaction Database (ORD), a public repository of structured organic reaction records. Reactants: C(C1=CC=CC=C1)OC1=C(C(=CC=C1)C)C(O)C1=CC=C(C=C1)OC ((2-benzyloxy-6-methylphenyl)-(4-methoxyphenyl)-methanol), Cl (HCl). The reagents and catalysts are [OH-].[Pd+2].[OH-] (palladium hydroxide). Solvent: CO (methanol). Conditions: time 11 hour. The product is COC1=CC=C(CC2=C(C=CC=C2C)O)C=C1 (2-(4-Methoxybenzyl)-3-methylphenol). Yield: 85.8%. Reaction SMILES: C([O:8][C:9]1[CH:14]=[CH:13][CH:12]=[C:11]([CH3:15])[C:10]=1[CH:16]([C:18]1[CH:23]=[CH:22][C:21]([O:24][CH3:25])=[CH:20][CH:19]=1)O)C1C=CC=CC=1.Cl>CO.[OH-].[Pd+2].[OH-]>[CH3:25][O:24][C:21]1[CH:20]=[CH:19][C:18]([CH2:16][C:10]2[C:11]([CH3:15])=[CH:12][CH:13]=[CH:14][C:9]=2[OH:8])=[CH:23][CH:22]=1 |f:3.4.5|. Procedure details: To a solution of (2-benzyloxy-6-methylphenyl)-(4-methoxyphenyl)-methanol (2.39 g, 7.15 mmol) in methanol (50 mL), a 20% palladium hydroxide catalyst (0.36 g) was added and furthermore 36% HCl (0.36 mL) was added thereto. The mixture was stirred under a hydrogen atmosphere for 11 hours, and then the catalyst was filtered off. The solvent was distilled under reduced pressure and the obtained residue was purified by silica gel column chromatography [developing solution=ethyl acetate:n-hexane (1:5)]... Starting materials: [OH-].[K+] (potassium hydroxide), FC1=C(C=CC(=C1)Br)O (2-Fluoro-4-bromophenol), CI (methyl iodide). The solvent is C(C)O (ethanol). The product is FC1=C(C=CC(=C1)Br)OC (2-fluoro-4-bromoanisole). The yield is 80.0%. Reaction SMILES: [F:1][C:2]1[CH:7]=[C:6]([Br:8])[CH:5]=[CH:4][C:3]=1[OH:9].[OH-].[K+].[CH3:12]I>C(O)C>[F:1][C:2]1[CH:7]=[C:6]([Br:8])[CH:5]=[CH:4][C:3]=1[O:9][CH3:12] |f:1.2|. Procedure details: 2-Fluoro-4-bromophenol (1) (382.0 g, 2.0 mols) was dissolved in ethanol (1,000 ml), followed by adding potassium hydroxide (113.0 g, 2.0 mols) to the solution, sufficiently agitating the mixture, dropwise adding thereto methyl iodide (312.3 g, 2.2 mols), refluxing it for 4 hours, distilling off most of the ethanol, distilling the residue under reduced pressure and collecting a fraction of 65°-66° C. (4.5 mmHg) to obtain 2-fluoro-4-bromoanisole (2) (328.0 g). This compound was reacted with Mg (38... Starting materials: CC1CC(O)(c2cc(F)cc(OCc3ccccc3)c2)CCO1, CI, CN(C)C=O, [H-], [Na+]. As a reaction SMILES: [CH2:1]([c:2]1[cH:3][cH:4][cH:5][cH:6][cH:7]1)[O:8][c:9]1[cH:10][c:11]([C:16]2([OH:23])[CH2:17][CH:18]([CH3:22])[O:19][CH2:20][CH2:21]2)[cH:12][c:13]([F:15])[cH:14]1.[CH3:26][I:27].[CH3:28][N:29]([CH3:30])[CH:31]=[O:32].[H-:24].[Na+:25]>>[CH2:1]([c:2]1[cH:3][cH:4][cH:5][cH:6][cH:7]1)[O:8][c:9]1[cH:10][c:11]([C:16]2([O:23][CH3:26])[CH2:17][CH:18]([CH3:22])[O:19][CH2:20][CH2:21]2)[cH:12][c:13]([F:15])[cH:14]1. The product is COC1(c2cc(F)cc(OCc3ccccc3)c2)CCOC(C)C1. The reactants are CCCCCC (hexane), C(CCC)[Li] (n-butyllithium), solution, C1(C=CCCC1)=O (2-cyclohexenone), cuprous iodide, C(C)(=O)OC(C)=O (acetic anhydride). Solvent: CCOCC (ether), CN(P(N(C)C)(N(C)C)=O)C (hexamethylphosphoric triamide), CCOCC (ether). Run at time 10 minute. Yields the product C(CCC)C1CC(CCC1)=O (3-n-butylcyclohexanone), C(C)(=O)C1C(CCCC1CCCC)=O (2-acetyl-3-n-butylcyclohexanone). RXN SMILES: [CH3:1][CH2:2][CH2:3][CH2:4][CH2:5][CH3:6].[CH2:7]([Li])[CH2:8][CH2:9][CH3:10].[C:12]1(=[O:18])[CH2:17][CH2:16][CH2:15][CH:14]=[CH:13]1.[C:19](OC(=O)C)(=[O:21])[CH3:20]>CCOCC.CN(C)P(=O)(N(C)C)N(C)C>[CH2:3]([CH:2]1[CH2:15][CH2:14][CH2:13][C:12](=[O:18])[CH2:1]1)[CH2:4][CH2:5][CH3:6].[C:19]([CH:13]1[CH:14]([CH2:7][CH2:8][CH2:9][CH3:10])[CH2:15][CH2:16][CH2:17][C:12]1=[O:18])(=[O:21])[CH3:20]. Procedure details: In the same way as in Example 4, 12.8 ml (20 mmol) of a 15 % by weight hexane solution of n-butyllithium was reacted with 960 mg (10 mmol) of a solution of 960 mg (10 mmol) of 2-cyclohexenone in 10 ml of ether for one hour in the presence of 1.9 g (10 mmol) of cuprous iodide and 2.0 g (10 mmol) of tri-n-butylphosphone. Then, 5 ml of hexamethylphosphoric triamide was added, and the mixture stirred for about 10 minutes. Furthermore, a solution of 5.1 g (50 mmol) of acetic anhydride in 20 ml of eth... Reactants: C(CCC)[Li] (n-Butyllithium), solution, CCCCCC (hexane), BrC=1C=NC=NC1 (5-bromopyrimidine), C1CCOC1 (THF), N12C(CC(CC1)CC2)=O (quinuclidinone), C1CCOC1 (THF), Cl (Hydrochloric acid). Solvent: C(C)(=O)OCC.CCOCC (ethyl acetate ether), ClCCl.CO (dichloromethane methanol), CCOCC (ether), C(C)O (ethanol). Run at temperature -110 celsius, time 1.25 hour. The product is N1=CN=CC(=C1)C1(CN2CCC1CC2)O (3-(5-pyrimidinyl)-1-azabicyclo[2.2.2]octan-3-ol). As a reaction SMILES: C([Li])CCC.CCCCCC.Br[C:13]1[CH:14]=[N:15][CH:16]=[N:17][CH:18]=1.[N:19]12[CH2:26][CH2:25][CH:22]([CH2:23][CH2:24]1)[CH2:21][C:20]2=O.Cl.C1C[O:32]CC1>CCOCC.C(OCC)(=O)C.CCOCC.ClCCl.CO.C(O)C>[N:15]1[CH:14]=[C:13]([C:21]2([OH:32])[CH:22]3[CH2:25][CH2:26][N:19]([CH2:24][CH2:23]3)[CH2:20]2)[CH:18]=[N:17][CH:16]=1 |f:7.8,9.10|. Reported procedure: n-Butyllithium (12 ml of a 1.6M solution in hexane 19.2 mmol), at -110° C., was added dropwise to a solution of 5-bromopyrimidine (2.0 g, 12.5 mmol) in THF (60 ml) and ether (60 ml), at -110° C. (ethanol/liquid nitrogen bath). The resultant yellow solution was stirred at -110° C. for 1.25 h and a solution of quinuclidinone (1.72 g, 13.75 mmol) in THF (20 ml) also at -110° C., added dropwise. The reaction mixture was stirred at -110° C. for 0.1 h then warmed to room temperature and stirred for 16... The reactants are N[C@@H](C(C)(O)C)C1=CC=CC=C1 ((1R)-1-Amino-2-methyl-1-phenyl-2-propanol), C(=O)(C=1NC=CN1)C=1NC=CN1 (carbonyl diimidazole). Run in ClCCl (dichloromethane). The product is C1(=CC=CC=C1)[C@H]1NC(OC1(C)C)=O ((R)-4-Phenyl-5,5-dimethyloxazolidin-2-one). Isolated yield 82.2%. RXN SMILES: [NH2:1][C@H:2]([C:7]1[CH:12]=[CH:11][CH:10]=[CH:9][CH:8]=1)[C:3]([CH3:6])([OH:5])[CH3:4].[C:13](C1NC=CN=1)(C1NC=CN=1)=[O:14]>ClCCl>[C:7]1([C@@H:2]2[C:3]([CH3:6])([CH3:4])[O:5][C:13](=[O:14])[NH:1]2)[CH:12]=[CH:11][CH:10]=[CH:9][CH:8]=1. Reported procedure: To a solution of (13) (1.30 g, 7.89 mmol) in dichloromethane (100 ml) was added carbonyl diimidazole (1.534 g, 9.47 mmol) and the reaction mixture was refluxed for 2 hours. The reaction was quenched with hydrochloric acid (1M) and the product extracted repeatedly with dichloromethane. The combined organic extracts were dried over magnesium sulphate. After concentration in vacuo the residue was purified by flash column chromatography using 40% ethyl acetate/40-60 petroleum ether as eluant to give... The reactants are OC1C(CCCC1)NS(=O)(=O)C(C)C ((2-hydroxycyclohexy)[(methylethyl)sulfonyl]amine), [Cr](=O)(=O)([O-])Cl.[NH+]1=CC=CC=C1 (pyridinium chlorochromate). The solvent is C(Cl)Cl (methylene chloride). Conditions: time 4 hour. Yields the product CC(C)S(=O)(=O)NC1C(CCCC1)=O (2-{[(methylethyl)sulfonyl]amino}cyclohexan-1-one). Yield: 58.9%. As a reaction SMILES: [OH:1][CH:2]1[CH2:7][CH2:6][CH2:5][CH2:4][CH:3]1[NH:8][S:9]([CH:12]([CH3:14])[CH3:13])(=[O:11])=[O:10].[Cr](Cl)([O-])(=O)=O.[NH+]1C=CC=CC=1>C(Cl)Cl>[CH3:14][CH:12]([S:9]([NH:8][CH:3]1[CH2:4][CH2:5][CH2:6][CH2:7][C:2]1=[O:1])(=[O:11])=[O:10])[CH3:13] |f:1.2|. Procedure: Into a 500 mL single neck flask (2-hydroxycyclohexy)[(methylethyl)sulfonyl]amine (6.78 g, 30.6 mmol) was combined with pyridinium chlorochromate (7.92 g, 1.2 eq) in methylene chloride (300 mL) and stirred at room temperature under a nitrogen atmosphere for 4 hours. The solution was then filtered over a Celite® mat and the organic layer was washed once with water, dried over potassium carbonate, filtered, and concentrated under reduced vacuum to yield 13.42 g as a dark oil. This material was puri...